The task is: describe an organic reaction: reactants, conditions, products, and yield. This data is from the Open Reaction Database (ORD), a public repository of structured organic reaction records. Starting materials: ClC1=CC2=C(C(=N1)O[C@H](C)[C@@H]1CC(NC1)=O)N(C=N2)C ((R)-4-((R)-1-(6-chloro-3-methyl-3H-imidazo[4,5-c]pyridin-4-yloxy)ethyl)pyrrolidin-2-one), CC1(OB(OC1(C)C)C=1C=CC2=C(N=CS2)C1)C (5-(4,4,5,5-tetramethyl-1,3,2-dioxaborolan-2-yl)benzo[d]thiazole). The product is S1C=NC2=C1C=CC(=C2)C2=CC1=C(C(=N2)O[C@H](C)[C@@H]2CC(NC2)=O)N(C=N1)C ((R)-4-((R)-1-(6-(benzo[d]thiazol-5-yl)-3-methyl-3H-imidazo[4,5-c]pyridin-4-yloxy)ethyl)pyrrolidin-2-one). As a reaction SMILES: Cl[C:2]1[N:7]=[C:6]([O:8][C@@H:9]([C@H:11]2[CH2:15][NH:14][C:13](=[O:16])[CH2:12]2)[CH3:10])[C:5]2[N:17]([CH3:20])[CH:18]=[N:19][C:4]=2[CH:3]=1.CC1(C)C(C)(C)OB([C:29]2[CH:30]=[CH:31][C:32]3[S:36][CH:35]=[N:34][C:33]=3[CH:37]=2)O1>>[S:36]1[C:32]2[CH:31]=[CH:30][C:29]([C:2]3[N:7]=[C:6]([O:8][C@@H:9]([C@H:11]4[CH2:15][NH:14][C:13](=[O:16])[CH2:12]4)[CH3:10])[C:5]4[N:17]([CH3:20])[CH:18]=[N:19][C:4]=4[CH:3]=3)=[CH:37][C:33]=2[N:34]=[CH:35]1. Reported procedure: Following General Procedure B, beginning with crude (R)-4-((R)-1-(6-chloro-3-methyl-3H-imidazo[4,5-c]pyridin-4-yloxy)ethyl)pyrrolidin-2-one 2.06 (50 mg, 0.17 mmol) and 5-(4,4,5,5-tetramethyl-1,3,2-dioxaborolan-2-yl)benzo[d]thiazole (49 mg, 0.19 mmol), (R)-4-((R)-1-(6-(benzo[d]thiazol-5-yl)-3-methyl-3H-imidazo[4,5-c]pyridin-4-yloxy)ethyl)pyrrolidin-2-one 3B.27 was isolated, following column chromatography. Reactants: BrC=1C=C(C=CC1)SC1=C(CBr)C=C(C=C1)[N+](=O)[O-] (2-(3'-bromophenylthio)-5-nitrobenzyl bromide), [C-]#N (cyanide). The solvent is C(C)O (ethanol). Yields the product BrC=1C=C(C=CC1)SC1=C(CC#N)C=C(C=C1)[N+](=O)[O-] (2-(3'-Bromophenylthio)-5-nitrobenzyl Cyanide). Reaction SMILES: [Br:1][C:2]1[CH:3]=[C:4]([S:8][C:9]2[CH:16]=[CH:15][C:14]([N+:17]([O-:19])=[O:18])=[CH:13][C:10]=2[CH2:11]Br)[CH:5]=[CH:6][CH:7]=1.[C-:20]#[N:21]>C(O)C>[Br:1][C:2]1[CH:3]=[C:4]([S:8][C:9]2[CH:16]=[CH:15][C:14]([N+:17]([O-:19])=[O:18])=[CH:13][C:10]=2[CH2:11][C:20]#[N:21])[CH:5]=[CH:6][CH:7]=1. Reported procedure: 2.16 G. 2-(3'-bromophenylthio)-5-nitrobenzyl bromide is refluxed in 50 cc. ethanol and 2.4 g. of cyanide ion exchange resin for 1/2 hour. The mixture is filtered hot and the resin washed with ethyl acetate. The combined organic filtrates are evaporated to dryness to yield 1.85 g. of crude residue which is chromatographed on silica gel. Elution with benzene affords 800 mg. of the desired compound. Reactants: BrC1=CC2=C(OCC(C3=C2N=C(S3)C(=O)OCC)F)C=C1F (racemic ethyl 9-bromo-4,8-difluoro-4,5-dihydrobenzo[2,3]oxepino[4,5-d]thiazole-2-carboxylate), ethyl ester, titled compounds, C(#C)[C@]1(C(N(CC1)C)=O)O ((R)-3-ethynyl-3-hydroxy-1-methylpyrrolidin-2-one), FC1COC2=C(C=3N=C(SC31)C(=O)OCC)C=C(C(=C2)F)C#C[C@]2(C(N(CC2)C)=O)O (ethyl 4,8-difluoro-9-(((R)-3-hydroxy-1-methyl-2-oxopyrrolidin-3-yl)ethynyl)-4,5-dihydrobenzo[2,3]oxepino[4,5-d]thiazole-2-carboxylate). Product: FC1COC2=C(C=3N=C(SC31)C(=O)N)C=C(C(=C2)F)C#C[C@]2(C(N(CC2)C)=O)O (4,8-difluoro-9-(((R)-3-hydroxy-1-methyl-2-oxopyrrolidin-3-yl)ethynyl)-4,5-dihydrobenzo[2,3]oxepino[4,5-d]thiazole-2-carboxamide). Reaction SMILES: BrC1C(F)=CC2OCC(F)C3SC(C(OCC)=O)=[N:11]C=3C=2C=1.C([C@]1(O)CCN(C)C1=O)#C.[F:33][CH:34]1[C:43]2[S:42][C:41]([C:44]([O:46]CC)=O)=[N:40][C:39]=2[C:38]2[CH:49]=[C:50]([C:54]#[C:55][C@:56]3([OH:63])[CH2:60][CH2:59][N:58]([CH3:61])[C:57]3=[O:62])[C:51]([F:53])=[CH:52][C:37]=2[O:36][CH2:35]1>>[F:33][CH:34]1[C:43]2[S:42][C:41]([C:44]([NH2:11])=[O:46])=[N:40][C:39]=2[C:38]2[CH:49]=[C:50]([C:54]#[C:55][C@:56]3([OH:63])[CH2:60][CH2:59][N:58]([CH3:61])[C:57]3=[O:62])[C:51]([F:53])=[CH:52][C:37]=2[O:36][CH2:35]1. Procedure details: Similar to as described in General Procedure G, racemic ethyl 9-bromo-4,8-difluoro-4,5-dihydrobenzo[2,3]oxepino[4,5-d]thiazole-2-carboxylate was reacted with (R)-3-ethynyl-3-hydroxy-1-methylpyrrolidin-2-one to give a diasteromeric mixture of ethyl 4,8-difluoro-9-(((R)-3-hydroxy-1-methyl-2-oxopyrrolidin-3-yl)ethynyl)-4,5-dihydrobenzo[2,3]oxepino[4,5-d]thiazole-2-carboxylate. Following aminolysis of the ethyl ester (similar to as described in General Procedure M) a diasteromeric mixture of the tit...